From a dataset of the Open Reaction Database (ORD), a public repository of structured organic reaction records. describe an organic reaction: reactants, conditions, products, and yield Starting materials: CCOC(=O)C(C)(C)Oc1ccc(C#N)cc1, Cc1ccc(OCc2ccccc2)c[n+]1[O-], CCCCCC, CCOC(C)=O, CC(C)NC(C)C, [Li]CCCC, C1CCOC1. Yields the product CC(C)(Oc1ccc(C#N)cc1)C(=O)Cc1ccc(OCc2ccccc2)c[n+]1[O-]. Reaction SMILES: [C:29](#[N:30])[c:31]1[cH:32][cH:33][c:34]([O:35][C:36]([C:37](=[O:38])[O:39][CH2:40][CH3:41])([CH3:42])[CH3:43])[cH:44][cH:45]1.[CH2:13]([c:14]1[cH:15][cH:16][cH:17][cH:18][cH:19]1)[O:20][c:21]1[cH:22][cH:23][c:24]([CH3:28])[n+:25]([O-:27])[cH:26]1.[CH3:46][CH2:47][CH2:48][CH2:49][CH2:50][CH3:51].[CH3:57][CH2:58][O:59][C:60](=[O:61])[CH3:62].[CH:6]([NH:7][CH:8]([CH3:9])[CH3:10])([CH3:11])[CH3:12].[Li:1][CH2:2][CH2:3][CH2:4][CH3:5].[O:52]1[CH2:53][CH2:54][CH2:55][CH2:56]1>>[CH2:13]([c:14]1[cH:15][cH:16][cH:17][cH:18][cH:19]1)[O:20][c:21]1[cH:22][cH:23][c:24]([CH2:28][C:37]([C:36]([O:35][c:34]2[cH:33][cH:32][c:31]([C:29]#[N:30])[cH:45][cH:44]2)([CH3:42])[CH3:43])=[O:38])[n+:25]([O-:27])[cH:26]1. Reactants: O=C1N(C(C2=CC=CC=C12)=O)CCOCCOCCOCCC(=O)O (3-(2-(2-(2-(1,3-dioxoisoindolin-2-yl)ethoxy)ethoxy)ethoxy)propanoic acid), C(C(=O)Cl)(=O)Cl (oxalyl dichloride). The reagents and catalysts are CN(C)C=O (DMF). Solvent: C(Cl)Cl (DCM). The product is O=C1N(C(C2=CC=CC=C12)=O)CCOCCOCCOCCC(=O)Cl (3-(2-(2-(2-(1,3-dioxoisoindolin-2-yl)ethoxy)ethoxy)ethoxy)propanoyl chloride). As a reaction SMILES: [O:1]=[C:2]1[C:10]2[C:5](=[CH:6][CH:7]=[CH:8][CH:9]=2)[C:4](=[O:11])[N:3]1[CH2:12][CH2:13][O:14][CH2:15][CH2:16][O:17][CH2:18][CH2:19][O:20][CH2:21][CH2:22][C:23]([OH:25])=O.C(Cl)(=O)C([Cl:29])=O>C(Cl)Cl.CN(C=O)C>[O:1]=[C:2]1[C:10]2[C:5](=[CH:6][CH:7]=[CH:8][CH:9]=2)[C:4](=[O:11])[N:3]1[CH2:12][CH2:13][O:14][CH2:15][CH2:16][O:17][CH2:18][CH2:19][O:20][CH2:21][CH2:22][C:23]([Cl:29])=[O:25]. Procedure details: Into a 50-mL round-bottom flask purged and maintained with an inert atmosphere of nitrogen, was placed a solution of 3-(2-(2-(2-(1,3-dioxoisoindolin-2-yl)ethoxy)ethoxy)ethoxy)propanoic acid (700 mg, 1.99 mmol, 1.00 equiv) in anhydrous DCM (30.0 mL), then oxalyl dichloride (0.7 mL) was added dropwise at room temperature. Two drops of anhydrous DMF were then added. The resulting solution was heated to reflux for 40 min. The solvent was removed under vacuum to yield 750 mg of 3-(2-(2-(2-(1,3-dioxoi... Reactants: CC(=O)OCCBr, CC(C)=O, CCOCC, O=Cc1ccc(O)c(Cl)c1, [K+], [K+], O=C([O-])[O-]. Yields the product CC(=O)OCCOc1ccc(C=O)cc1Cl. RXN SMILES: [C:17]([CH3:18])(=[O:19])[O:20][CH2:21][CH2:22][Br:23].[CH3:24][C:25](=[O:26])[CH3:27].[CH3:28][CH2:29][O:30][CH2:31][CH3:32].[Cl:1][c:2]1[cH:3][c:4]([CH:5]=[O:6])[cH:7][cH:8][c:9]1[OH:10].[K+:11].[K+:12].[O-:13][C:14]([O-:15])=[O:16]>>[Cl:1][c:2]1[cH:3][c:4]([CH:5]=[O:6])[cH:7][cH:8][c:9]1[O:10][CH2:22][CH2:21][O:20][C:17]([CH3:18])=[O:19]. Reactants: C(=O)[O-].[NH4+] (ammonium formate), C(C1=CC=CC=C1)OC=1C=CC2=C(SC(=C2OC2=CC=C(OCCN3CCCCC3)C=C2)C2=CC=C(C=C2)S(=O)(=O)CC)C1 (1-(2-{4-[6-Benzyloxy-2-(4-ethanesulfonyl-phenyl)-benzo[b]thiophen-3-yloxy]-phenoxy}-ethyl)-piperidine). Reagents/catalysts: [OH-].[Pd+2].[OH-] (palladium hydroxide). Run in CO (methanol), C(C)(=O)OCC (ethyl acetate). Yields the product C(C)S(=O)(=O)C1=CC=C(C=C1)C1=C(C2=C(S1)C=C(C=C2)O)OC2=CC=C(C=C2)OCCN2CCCCC2 (2-(4-Ethanesulfonyl-phenyl)-3-[4-(2-piperidin-1-yl-ethoxy)-phenoxy]-benzo[b]thiophen-6-ol). Isolated yield 87.2%. RXN SMILES: C([O:8][C:9]1[CH:10]=[CH:11][C:12]2[C:16]([O:17][C:18]3[CH:32]=[CH:31][C:21]([O:22][CH2:23][CH2:24][N:25]4[CH2:30][CH2:29][CH2:28][CH2:27][CH2:26]4)=[CH:20][CH:19]=3)=[C:15]([C:33]3[CH:38]=[CH:37][C:36]([S:39]([CH2:42][CH3:43])(=[O:41])=[O:40])=[CH:35][CH:34]=3)[S:14][C:13]=2[CH:44]=1)C1C=CC=CC=1.C([O-])=O.[NH4+]>CO.C(OCC)(=O)C.[OH-].[Pd+2].[OH-]>[CH2:42]([S:39]([C:36]1[CH:37]=[CH:38][C:33]([C:15]2[S:14][C:13]3[CH:44]=[C:9]([OH:8])[CH:10]=[CH:11][C:12]=3[C:16]=2[O:17][C:18]2[CH:32]=[CH:31][C:21]([O:22][CH2:23][CH2:24][N:25]3[CH2:30][CH2:29][CH2:28][CH2:27][CH2:26]3)=[CH:20][CH:19]=2)=[CH:34][CH:35]=1)(=[O:41])=[O:40])[CH3:43] |f:1.2,5.6.7|. Procedure: Dissolve the compound of Example 87 (400 mg, 0.64 mmol) in methanol (7 mL) and ethyl acetate (7 mL). Add ammonium formate (521 mg, 8.3 mmol) and palladium hydroxide (240 mg) and heat to reflux for 5 hours. Filter the reaction mixture and concentrate in vacuo to give 300 mg of the title compound (86%): mass spectrum (ion spray): m/z=538 (M+H). Starting materials: Cl, [Na+], [OH-], O, COC=C(Cc1cncnc1)C(=O)OC. Product: COC=C(Cc1cncnc1)C(=O)O. Reaction SMILES: [ClH:18].[Na+:17].[OH-:16].[OH2:19].[n:1]1[cH:2][n:3][cH:4][c:5]([CH2:7][C:8]([C:9](=[O:10])[O:11][CH3:12])=[CH:13][O:14][CH3:15])[cH:6]1>>[n:1]1[cH:2][n:3][cH:4][c:5]([CH2:7][C:8]([C:9](=[O:10])[OH:11])=[CH:13][O:14][CH3:15])[cH:6]1. The reactants are CC(C)C(NC(=O)OCc1ccccc1)C(=O)Oc1ccc(CC(=O)OCCl)cc1, CC#N, [I-], [Na+]. Yields the product CC(C)C(NC(=O)OCc1ccccc1)C(=O)Oc1ccc(CC(=O)OCI)cc1. RXN SMILES: [C:1](=[O:2])([O:3][CH2:4][c:5]1[cH:6][cH:7][cH:8][cH:9][cH:10]1)[NH:11][CH:12]([CH:13]([CH3:14])[CH3:15])[C:16](=[O:17])[O:18][c:19]1[cH:20][cH:21][c:22]([CH2:25][C:26](=[O:27])[O:28][CH2:29][Cl:30])[cH:23][cH:24]1.[C:33](#[N:34])[CH3:35].[I-:32].[Na+:31]>>[C:1](=[O:2])([O:3][CH2:4][c:5]1[cH:6][cH:7][cH:8][cH:9][cH:10]1)[NH:11][CH:12]([CH:13]([CH3:14])[CH3:15])[C:16](=[O:17])[O:18][c:19]1[cH:20][cH:21][c:22]([CH2:25][C:26](=[O:27])[O:28][CH2:29][I:32])[cH:23][cH:24]1.